From a dataset of the Open Reaction Database (ORD), a public repository of structured organic reaction records. describe an organic reaction: reactants, conditions, products, and yield Reactants: NC1CNCCC1 ((3RS)-3-aminopiperidine), [Cl-].[K+].[Pt+2].[Cl-].[Cl-] (platinum (II) potassium chloride). The solvent is O (water). Run at time 40 hour. The product is [Pt+2].Cl[C@@H]1N(CCC[C@@H]1N)Cl (cis-dichloro-(3RS)-3-aminopiperidine platinum (II)). Yield: 69.6%. As a reaction SMILES: [NH2:1][CH:2]1[CH2:7][CH2:6][CH2:5][NH:4][CH2:3]1.[Cl-:8].[K+].[Pt+2:10].[Cl-:11].[Cl-]>O>[Pt+2:10].[Cl:8][C@H:3]1[C@@H:2]([NH2:1])[CH2:7][CH2:6][CH2:5][N:4]1[Cl:11] |f:1.2.3.4.5,7.8|. Procedure: To a solution of (3RS)-3-aminopiperidine (1.7 g) in water (1000 ml) is added platinum (II) potassium chloride (7.2 g) and the mixture is stirred at room temperature for 40 hours. The precipitated solid is removed by filtration, and the filtrate is concentrated under reduced pressure. To the residue is added a small amount of water, and the resulting crystals are separated by filtration and washed with water and acetone to give cis-dichloro-(3RS)-3-aminopiperidine platinum (II) (4.3 g) as pale ye...